This data is from the Open Reaction Database (ORD), a public repository of structured organic reaction records. The task is: describe an organic reaction: reactants, conditions, products, and yield The reactants are COC(=O)C=1C(=C2C=C(C(N(C2=CN1)CC1=CC=C(C=C1)OC)=O)C1=CC=CC=C1)O (5-hydroxy-1-(4-methoxy-benzyl)-2-oxo-3-phenyl-1,2-dihydro-[1,7]naphthyridine-6-carboxylic acid methyl ester), NCCC(=O)O (β-alanine), C[O-].[Na+] (NaOMe). Yields the product OC1=C2C=C(C(N(C2=CN=C1C(=O)NCCC(=O)O)CC1=CC=C(C=C1)OC)=O)C1=CC=CC=C1 (3-{[5-Hydroxy-1-(4-methoxy-benzyl)-2-oxo-3-phenyl-1,2-dihydro-[1,7]naphthyridine-6-carbonyl]-amino}-propionic acid). Yield: 77.9%. Reaction SMILES: CO[C:3]([C:5]1[C:6]([OH:31])=[C:7]2[C:12](=[CH:13][N:14]=1)[N:11]([CH2:15][C:16]1[CH:21]=[CH:20][C:19]([O:22][CH3:23])=[CH:18][CH:17]=1)[C:10](=[O:24])[C:9]([C:25]1[CH:30]=[CH:29][CH:28]=[CH:27][CH:26]=1)=[CH:8]2)=[O:4].[NH2:32][CH2:33][CH2:34][C:35]([OH:37])=[O:36].C[O-].[Na+]>>[OH:31][C:6]1[C:5]([C:3]([NH:32][CH2:33][CH2:34][C:35]([OH:37])=[O:36])=[O:4])=[N:14][CH:13]=[C:12]2[C:7]=1[CH:8]=[C:9]([C:25]1[CH:30]=[CH:29][CH:28]=[CH:27][CH:26]=1)[C:10](=[O:24])[N:11]2[CH2:15][C:16]1[CH:17]=[CH:18][C:19]([O:22][CH3:23])=[CH:20][CH:21]=1 |f:2.3|. Procedure details: A mixture of 5-hydroxy-1-(4-methoxy-benzyl)-2-oxo-3-phenyl-1,2-dihydro-[1,7]naphthyridine-6-carboxylic acid methyl ester (35 mg, 0.084 mmol), β-alanine (750 mg, 8.4 mmol) and NaOMe solution (13 mL, 6.3 mmol, 0.5 M in MeOH) was refluxed for 16 h. After the mixture was cooled to r.t., the solvent was evaporated in vacuo. The residue was dissolved in saturated NaHCO3 and washed several times with ether. The aqueous layer was acidified to pH 2 with 6 M HCl, and the resulting precipitate was isolated... Reactants: N1(CCCC1)CCCOC1=CC=C(C=C1)C1(CCOCC1)CN ({4-[4-(3-pyrrolidin-1-ylpropoxy)phenyl]tetrahydropyran-4-yl}methylamine), BrCCOCCBr (bis(2-bromoethyl)ether), C([O-])([O-])=O.[K+].[K+] (potassium carbonate). Solvent: C(C)#N (acetonitrile). Conditions: temperature 60 celsius. The product is N1(CCCC1)CCCOC1=CC=C(C=C1)C1(CCOCC1)CN1CCOCC1 (4-{4-[4-(3-Pyrrolidin-1-ylpropoxy)phenyl]tetrahydropyran-4-ylmethyl}-morpholine). The yield is 35.6%. RXN SMILES: [N:1]1([CH2:6][CH2:7][CH2:8][O:9][C:10]2[CH:15]=[CH:14][C:13]([C:16]3([CH2:22][NH2:23])[CH2:21][CH2:20][O:19][CH2:18][CH2:17]3)=[CH:12][CH:11]=2)[CH2:5][CH2:4][CH2:3][CH2:2]1.Br[CH2:25][CH2:26][O:27][CH2:28][CH2:29]Br.C(=O)([O-])[O-].[K+].[K+]>C(#N)C>[N:1]1([CH2:6][CH2:7][CH2:8][O:9][C:10]2[CH:15]=[CH:14][C:13]([C:16]3([CH2:22][N:23]4[CH2:29][CH2:28][O:27][CH2:26][CH2:25]4)[CH2:17][CH2:18][O:19][CH2:20][CH2:21]3)=[CH:12][CH:11]=2)[CH2:5][CH2:4][CH2:3][CH2:2]1 |f:2.3.4|. Procedure details: To a stirred solution of {4-[4-(3-pyrrolidin-1-ylpropoxy)phenyl]tetrahydropyran-4-yl}methylamine (207 mg, 0.65 mmol) and bis(2-bromoethyl)ether (82 μL, 1.3 mmol) in anhydrous acetonitrile (10 mL) was added potassium carbonate (180 mg, 1.3 mmol). The mixture was heated to 60° C. overnight then concentrated under reduced pressure. The crude product was purified by column chromatography on silica gel eluting with DCM:MeOH (97:3) with 10% NH3 to give the title compound (90 mg, 23% yield). Reactants: N#Cc1ccc(C=O)cc1, CC1=CC(=O)C(C)(c2ccccc2)O1, CCO, [Cl-], [Na+], [Na+], [OH-]. Product: CC1(c2ccccc2)OC(C=Cc2ccc(C#N)cc2)=CC1=O. RXN SMILES: [C:1](#[N:2])[c:3]1[cH:4][cH:5][c:6]([CH:7]=[O:8])[cH:9][cH:10]1.[CH3:11][C:12]1([c:19]2[cH:20][cH:21][cH:22][cH:23][cH:24]2)[O:13][C:14]([CH3:18])=[CH:15][C:16]1=[O:17].[CH3:29][CH2:30][OH:31].[Cl-:28].[Na+:26].[Na+:27].[OH-:25]>>[C:1](#[N:2])[c:3]1[cH:4][cH:5][c:6]([CH:7]=[CH:18][C:14]2=[CH:15][C:16](=[O:17])[C:12]([CH3:11])([c:19]3[cH:20][cH:21][cH:22][cH:23][cH:24]3)[O:13]2)[cH:9][cH:10]1. Reactants: Cl.Cl.CC=1C=C(C=CC1[N+](=O)[O-])CN1C=NC=2CN[C@@H](CC21)C(=O)O ((S)-1-(3-methyl-4-nitrophenyl)methyl-4,5,6,7-tetrahydro-1H-imidazo[4,5-c]pyridine-6-carboxylic acid dihydrochloride), Cl (Hydrogen chloride), CO (methanol). Run in COC(OC)OC (trimethylorthoformate). The product is COC(=O)[C@@H]1CC2=C(CN1)N=CN2CC2=CC(=C(C=C2)[N+](=O)[O-])C ((S)-1-(3-methyl-4-nitrophenyl)methyl-4,5,6,7-tetrahydro-1H-imidazo[4,5-c]pyridine-6-carboxylic acid methyl ester). Isolated yield 72.3%. Reaction SMILES: Cl.Cl.[CH3:3][C:4]1[CH:5]=[C:6]([CH2:13][N:14]2[C:22]3[CH2:21][C@@H:20]([C:23]([OH:25])=[O:24])[NH:19][CH2:18][C:17]=3[N:16]=[CH:15]2)[CH:7]=[CH:8][C:9]=1[N+:10]([O-:12])=[O:11].Cl.[CH3:27]O>COC(OC)OC>[CH3:27][O:24][C:23]([C@H:20]1[NH:19][CH2:18][C:17]2[N:16]=[CH:15][N:14]([CH2:13][C:6]3[CH:7]=[CH:8][C:9]([N+:10]([O-:12])=[O:11])=[C:4]([CH3:3])[CH:5]=3)[C:22]=2[CH2:21]1)=[O:25] |f:0.1.2|. Procedure details: (S)-1-(3-methyl-4-nitrophenyl)methyl-4,5,6,7-tetrahydro-1H-imidazo[4,5-c]pyridine-6-carboxylic acid dihydrochloride (VII-2) (1.1538g, 0.00296 mol) was suspended in dry methanol (46 ml) and trimethylorthoformate (4.6 ml). Hydrogen chloride was blown into the suspension to saturation under ice cooling and stirring. The reaction solution was then stirred on a 90° C. oil bath for 6 hours, cooled, and concentrated. The resulting yellowish brown oily material (0.7456 g) was purified by silica gel colu... The reactants are Cl (HCl), O1CCOCC1 (dioxane), C[O-].[Na+] (sodium methoxide), [NH4+].[OH-] (NH4OH), C(C)N(CC)CC(=O)N1CCC2=CC(=C(C=C12)N)OC (1-[(diethylamino)acetyl]-5-(methyloxy)-2,3-dihydro-1H-indol-6-amine), ClC=1N=C(C2=C(N1)N(C=C2)S(=O)(=O)C2=CC=C(C=C2)C)NC2=C(C(=O)N)C(=CC=C2)F (2-({2-chloro-7-[(4-methylphenyl)sulfonyl]-7H-pyrrolo[2,3-d]pyrimidin-4-yl}amino)-6-fluorobenzamide). The solvent is FC(CO)(F)F (2,2,2-trifluoroethanol), C1CCOC1 (THF), C1CCOC1 (THF). Reaction conditions: time 3 hour. Yields the product C(C)N(CC(=O)N1CCC2=CC(=C(C=C12)NC1=NC(=C2C(N1)=NC=C2)NC2=C(C(=O)N)C(=CC=C2)F)OC)CC (2-[(2-{[1-(N,N-diethylglycyl)-5-(methyloxy)-2,3-dihydro-1H-indol-6-yl]amino}-1H-pyrrolo[2,3-d]pyrimidin-4-yl)amino]-6-fluorobenzamide). RXN SMILES: [CH2:1]([N:3]([CH2:6][C:7]([N:9]1[C:17]2[C:12](=[CH:13][C:14]([O:19][CH3:20])=[C:15]([NH2:18])[CH:16]=2)[CH2:11][CH2:10]1)=[O:8])[CH2:4][CH3:5])[CH3:2].Cl[C:22]1[N:23]=[C:24]([NH:41][C:42]2[CH:50]=[CH:49][CH:48]=[C:47]([F:51])[C:43]=2[C:44]([NH2:46])=[O:45])[C:25]2[CH:30]=[CH:29][N:28](S(C3C=CC(C)=CC=3)(=O)=O)[C:26]=2[N:27]=1.Cl.O1CCOCC1.[NH4+].[OH-].C[O-].[Na+]>FC(F)(F)CO.C1COCC1>[CH2:1]([N:3]([CH2:4][CH3:5])[CH2:6][C:7]([N:9]1[C:17]2[C:12](=[CH:13][C:14]([O:19][CH3:20])=[C:15]([NH:18][C:22]3[NH:27][C:26]4=[N:28][CH:29]=[CH:30][C:25]4=[C:24]([NH:41][C:42]4[CH:50]=[CH:49][CH:48]=[C:47]([F:51])[C:43]=4[C:44]([NH2:46])=[O:45])[N:23]=3)[CH:16]=2)[CH2:11][CH2:10]1)=[O:8])[CH3:2] |f:4.5,6.7|. Procedure details: A mixture of 1-[(diethylamino)acetyl]-5-(methyloxy)-2,3-dihydro-1H-indol-6-amine (200 mg, 0.72 mmol) and 2-({2-chloro-7-[(4-methylphenyl)sulfonyl]-7H-pyrrolo[2,3-d]pyrimidin-4-yl}amino)-6-fluorobenzamide (330 mg, 0.71 mmol) and a 4 N HCl solution in dioxane (0.7 mL, 2.87 mmol) in 2,2,2-trifluoroethanol (10 mL) was heated for 8 h in a sealed vessel at 80° C. After allowing to cool to rt half of the reaction mixture was diluted with THF (80 mL) and a 27% aqueous NH4OH solution (80 mL). The reactio... The reactants are ClC1=NOC2=C1C=CC(=C2)OC (3-chloro-6-methoxy-1,2-benzisoxazole), CNCCN1CCOCC1 (N-methyl-N-[2-(4-morpholinyl)ethyl]-amine). Run at temperature 140 celsius. Yields the product COC1=CC2=C(C(=NO2)N(CCN2CCOCC2)C)C=C1 (6-Methoxy-N-methyl-N-[2-(4-morpholinyl)ethyl]-1,2-benzisoxazol-3-amine). The yield is 49.4%. RXN SMILES: Cl[C:2]1[C:6]2[CH:7]=[CH:8][C:9]([O:11][CH3:12])=[CH:10][C:5]=2[O:4][N:3]=1.[CH3:13][NH:14][CH2:15][CH2:16][N:17]1[CH2:22][CH2:21][O:20][CH2:19][CH2:18]1>>[CH3:12][O:11][C:9]1[CH:8]=[CH:7][C:6]2[C:2]([N:14]([CH3:13])[CH2:15][CH2:16][N:17]3[CH2:22][CH2:21][O:20][CH2:19][CH2:18]3)=[N:3][O:4][C:5]=2[CH:10]=1. Reported procedure: To a sealed tube was added 3-chloro-6-methoxy-1,2-benzisoxazole (6.0 g) and N-methyl-N-[2-(4-morpholinyl)ethyl]-amine (13.8 g). The reaction was heated to 140° C. over 48 hours and then cooled to room temperature. The residue was partitioned between ethyl acetate (EtOAc) and water, extracted again with EtOAc, and the organic phase was dried over magnesium sulfate (MgSO4) and concentration in vacuo. Flash column chromatography (silica gel) eluting with 1% methanol/dichloromethane (MeOH/DCM) provi...